Dataset: the Open Reaction Database (ORD), a public repository of structured organic reaction records. Task: describe an organic reaction: reactants, conditions, products, and yield The reactants are CC(=O)O, O=C[O-], [NH4+], O=C1NC(=O)C(=Cc2ccc(O)cc2)S1. The product is O=C1NC(=O)C(Cc2ccc(O)cc2)S1. As a reaction SMILES: [CH3:20][C:21](=[O:22])[OH:23].[CH:16]([O-:17])=[O:18].[NH4+:19].[OH:1][c:2]1[cH:3][cH:4][c:5]([CH:6]=[C:7]2[C:8](=[O:13])[NH:9][C:10](=[O:12])[S:11]2)[cH:14][cH:15]1>>[OH:1][c:2]1[cH:3][cH:4][c:5]([CH2:6][CH:7]2[C:8](=[O:13])[NH:9][C:10](=[O:12])[S:11]2)[cH:14][cH:15]1.